From a dataset of the Open Reaction Database (ORD), a public repository of structured organic reaction records. describe an organic reaction: reactants, conditions, products, and yield Reactants: ClC1=NC2=CC=CC=C2C=C1 (2-Chloroquinoline), NCCCCO (4-amino-1-butanol), CS(=O)C (DMSO). The solvent is O (water). Yields the product N1=C(C=CC2=CC=CC=C12)NCCCCO (4-(Quinolin-2-ylamino)-butan-1-ol). Reaction SMILES: Cl[C:2]1[CH:11]=[CH:10][C:9]2[C:4](=[CH:5][CH:6]=[CH:7][CH:8]=2)[N:3]=1.[NH2:12][CH2:13][CH2:14][CH2:15][CH2:16][OH:17].CS(C)=O>O>[N:3]1[C:4]2[C:9](=[CH:8][CH:7]=[CH:6][CH:5]=2)[CH:10]=[CH:11][C:2]=1[NH:12][CH2:13][CH2:14][CH2:15][CH2:16][OH:17]. Procedure: 2-Chloroquinoline (3.26 g, 20 mmol) and 4-amino-1-butanol are dissolved in anhyd. DMSO (10 mL) and heated to 140° C. for 4 hrs. The reaction is cooled to r.t., poured into water (250 mL) and extracted with ethyl acetate (3×100 mL). The organic fractions are pooled and washed with brine (3×150 mL), dried over MgSO4, filtered and reduced under vacuum to dryness. The crude material is purified by flash chromatography (silica, 7% methanol in dichloromethane) to give the title compound. MS (ESI) 217 ... The reactants are FC=1C=C(C=C(C1)F)CC(=O)N[C@@H](C(C)C)C(=O)OC (Methyl N-[(3,5-difluorophenyl)acetyl]-L-valinate), [OH-].[Na+] (sodium hydroxide), Cl (hydrochloric acid). Run in [Cl-].[Na+] (sodium chloride), CO (methanol). Run at time 2 hour. The product is FC=1C=C(C=C(C1)F)CC(=O)N[C@@H](C(C)C)C(=O)O (N-[(3,5-Difluorophenyl)acetyl]-L-valine). RXN SMILES: [F:1][C:2]1[CH:3]=[C:4]([CH2:9][C:10]([NH:12][C@H:13]([C:17]([O:19]C)=[O:18])[CH:14]([CH3:16])[CH3:15])=[O:11])[CH:5]=[C:6]([F:8])[CH:7]=1.[OH-].[Na+].Cl>CO.[Cl-].[Na+]>[F:1][C:2]1[CH:3]=[C:4]([CH2:9][C:10]([NH:12][C@H:13]([C:17]([OH:19])=[O:18])[CH:14]([CH3:15])[CH3:16])=[O:11])[CH:5]=[C:6]([F:8])[CH:7]=1 |f:1.2,5.6|. Procedure details: A solution of methyl N-[(3,5-difluorophenyl)acetyl]-L-valinate (107a) in methanol (10 mL) was treated with 1N sodium hydroxide solution (2 mL) and stirred for 2 h. At the end of this period the reaction mixture was acidified with 1N hydrochloric acid solution, diluted with saturated sodium chloride and extracted with dichloromethane (100 mL). After drying over anhydrous magnesium sulfate and concentration under reduced pressure the organic layer afforded the title compound (210 mg). 1H NMR (300 ... Starting materials: O=C=O, CCOC(C)=O, C1CCOC1, CON(C)C(=O)c1cnc(-c2ccccc2)nc1, C[Mg]Cl, CCCCCC, CCOCC, CCO, [Cl-], [NH4+]. Yields the product CC(=O)c1cnc(-c2ccccc2)nc1. RXN SMILES: [C:19](=[O:20])=[O:21].[C:32]([O:33][CH2:34][CH3:35])(=[O:36])[CH3:37].[CH2:27]1[O:28][CH2:29][CH2:30][CH2:31]1.[CH3:1][O:2][N:3]([C:4](=[O:5])[c:6]1[cH:7][n:8][c:9](-[c:12]2[cH:13][cH:14][cH:15][cH:16][cH:17]2)[n:10][cH:11]1)[CH3:18].[CH3:22][Mg:23][Cl:24].[CH3:38][CH2:39][CH2:40][CH2:41][CH2:42][CH3:43].[CH3:44][CH2:45][O:46][CH2:47][CH3:48].[CH3:49][CH2:50][OH:51].[Cl-:25].[NH4+:26]>>[C:4](=[O:5])([c:6]1[cH:7][n:8][c:9](-[c:12]2[cH:13][cH:14][cH:15][cH:16][cH:17]2)[n:10][cH:11]1)[CH3:19]. Reactants: FC(F)(F)c1nnc2ccc(N3CCN(c4ccc(OCCBr)cc4)CC3)nn12, [H-], [Na+], CN(C)C=O, O, c1cn[nH]c1. Product: FC(F)(F)c1nnc2ccc(N3CCN(c4ccc(OCCn5cccn5)cc4)CC3)nn12. RXN SMILES: [Br:8][CH2:9][CH2:10][O:11][c:12]1[cH:13][cH:14][c:15]([N:18]2[CH2:19][CH2:20][N:21]([c:24]3[cH:25][cH:26][c:27]4[n:28]([n:29]3)[c:30]([C:33]([F:34])([F:35])[F:36])[n:31][n:32]4)[CH2:22][CH2:23]2)[cH:16][cH:17]1.[H-:1].[Na+:2].[O:38]=[CH:39][N:40]([CH3:41])[CH3:42].[OH2:37].[nH:3]1[n:4][cH:5][cH:6][cH:7]1>>[n:3]1([CH2:9][CH2:10][O:11][c:12]2[cH:13][cH:14][c:15]([N:18]3[CH2:19][CH2:20][N:21]([c:24]4[cH:25][cH:26][c:27]5[n:28]([n:29]4)[c:30]([C:33]([F:34])([F:35])[F:36])[n:31][n:32]5)[CH2:22][CH2:23]3)[cH:16][cH:17]2)[n:4][cH:5][cH:6][cH:7]1.